This data is from the Open Reaction Database (ORD), a public repository of structured organic reaction records. The task is: describe an organic reaction: reactants, conditions, products, and yield The reactants are ClC1=C(C=CC(=C1)F)N1NC=2[C@@]3(CC[C@H](C2C1=O)C3(C)C)C ((4S,7R)-2-(2-chloro-4-fluoro-phenyl)-7,8,8-trimethyl-1,2,4,5,6,7-hexahydro-4,7-methano-indazol-3-one), ClC1=C(C=CC(=C1)F)N1NC=2[C@@]3(CC[C@H](C2C1=O)C3(C)C)C ((4S,7R)-2-(2-chloro-4-fluoro-phenyl)-7,8,8-trimethyl-1,2,4,5,6,7-hexahydro-4,7-methano-indazol-3-one), ICCC(C)C (1-iodo-3-methylbutane). The solvent is CN(C=O)C (dimethylformamide). Conditions: temperature 100 celsius. Product: ClC1=C(C=CC(=C1)F)N1N(C=2[C@@]3(CC[C@H](C2C1=O)C3(C)C)C)CCC(C)C ((4S,7R)-2-(2-chloro-4-fluoro-phenyl)-7,8,8-trimethyl-1-(3-methyl-butyl)-1,2,4,5,6,7-hexahydro-4,7-methano-indazol-3-one). Yield: 37.5%. Reaction SMILES: [Cl:1][C:2]1[CH:7]=[C:6]([F:8])[CH:5]=[CH:4][C:3]=1[N:9]1[C:17](=[O:18])[C:16]2[C@@H:15]3[C:19]([CH3:21])([CH3:20])[C@@:12]([CH3:22])([CH2:13][CH2:14]3)[C:11]=2[NH:10]1.I[CH2:24][CH2:25][CH:26]([CH3:28])[CH3:27]>CN(C)C=O>[Cl:1][C:2]1[CH:7]=[C:6]([F:8])[CH:5]=[CH:4][C:3]=1[N:9]1[C:17](=[O:18])[C:16]2[C@@H:15]3[C:19]([CH3:21])([CH3:20])[C@@:12]([CH3:22])([CH2:13][CH2:14]3)[C:11]=2[N:10]1[CH2:24][CH2:25][CH:26]([CH3:28])[CH3:27]. Procedure: A mixture of (4S,7R)-2-(2-chloro-4-fluoro-phenyl)-7,8,8-trimethyl-1,2,4,5,6,7-hexahydro-4,7-methano-indazol-3-one (Intermediate 21; 200 mg, 0.62 mmol) and 1-iodo-3-methylbutane (410 μL, 3.1 mmol) in dimethylformamide (4 mL) was heated at 100° C. overnight and then stirred at room temperature over the weekend. The solvent was evaporated and dichloromethane (50 mL) was added. The solution was washed with water (2×20 mL), saturated aqueous sodium thiosulfate (20 mL), and brine (20 mL), dried (magne... The reactants are CC(=O)O (HOAc), ClC1=CC2=CN(N=C2C(=C1)C(C=O)OCC1(CCN(CC1)C(=O)OC(C)(C)C)C1=CC=C(C=C1)F)COCC[Si](C)(C)C (tert-butyl 4-((1-(5-chloro-2-((2-(trimethylsilyl)ethoxy)methyl)-2H-indazol-7-yl)-2-oxoethoxy)methyl)-4-(4-fluorophenyl)piperidine-1-carboxylate), CNC (DIMETHYLAMINE), C(#N)[BH3-].[Na+] (SODIUM CYANOBOROHYDRIDE). Reagents/catalysts: CC(=O)O (HOAc). The solvent is C(C)#N (Acetonitrile). The product is ClC1=CC2=CN(N=C2C(=C1)C(CN(C)C)OCC1(CCN(CC1)C(=O)OC(C)(C)C)C1=CC=C(C=C1)F)COCC[Si](C)(C)C (tert-butyl 4-((1-(5-chloro-2-((2-(trimethylsilyl)ethoxy)methyl)-2H-indazol-7-yl)-2-(dimethylamino)ethoxy)methyl)-4-(4-fluorophenyl)piperidine-1-carboxylate). The yield is 65.1%. Reaction SMILES: [Cl:1][C:2]1[CH:10]=[C:9]([CH:11]([O:14][CH2:15][C:16]2([C:29]3[CH:34]=[CH:33][C:32]([F:35])=[CH:31][CH:30]=3)[CH2:21][CH2:20][N:19]([C:22]([O:24][C:25]([CH3:28])([CH3:27])[CH3:26])=[O:23])[CH2:18][CH2:17]2)[CH:12]=O)[C:8]2[C:4](=[CH:5][N:6]([CH2:36][O:37][CH2:38][CH2:39][Si:40]([CH3:43])([CH3:42])[CH3:41])[N:7]=2)[CH:3]=1.[CH3:44][NH:45][CH3:46].C([BH3-])#N.[Na+].CC(O)=O>C(#N)C.CC(O)=O>[Cl:1][C:2]1[CH:10]=[C:9]([CH:11]([O:14][CH2:15][C:16]2([C:29]3[CH:30]=[CH:31][C:32]([F:35])=[CH:33][CH:34]=3)[CH2:17][CH2:18][N:19]([C:22]([O:24][C:25]([CH3:28])([CH3:26])[CH3:27])=[O:23])[CH2:20][CH2:21]2)[CH2:12][N:45]([CH3:46])[CH3:44])[C:8]2[C:4](=[CH:5][N:6]([CH2:36][O:37][CH2:38][CH2:39][Si:40]([CH3:43])([CH3:41])[CH3:42])[N:7]=2)[CH:3]=1 |f:2.3|. Reported procedure: To a solution of tert-butyl 4-((1-(5-chloro-2-((2-(trimethylsilyl)ethoxy)methyl)-2H-indazol-7-yl)-2-oxoethoxy)methyl)-4-(4-fluorophenyl)piperidine-1-carboxylate (40.0 mg, 0.063 mmol)and DIMETHYLAMINE (0.040 mL, 0.316 mmol) in Acetonitrile (1.5 mL) at 0° C. was added SODIUM CYANOBOROHYDRIDE (3.98 mg, 0.063 mmol). To this was added 1 drop of HOAc, and a second drop of HOAc after 5 min. The reaction was then stirred at R.T. for another hour. LC/MS showed reaction complete. It was concentrated, dilu... The reactants are COc1ccc(C)cc1-c1cc(F)cc2c1OC(COS(=O)(=O)c1ccc(C)cc1)C2, CN, Cl. The product is CNCC1Cc2cc(F)cc(-c3cc(C)ccc3OC)c2O1. RXN SMILES: [CH3:2][c:3]1[cH:4][cH:5][c:6]([S:7]([O:8][CH2:13][CH:14]2[O:15][c:16]3[c:17]([cH:19][c:20]([F:32])[cH:21][c:22]3-[c:23]3[c:24]([O:30][CH3:31])[cH:25][cH:26][c:27]([CH3:29])[cH:28]3)[CH2:18]2)(=[O:9])=[O:10])[cH:11][cH:12]1.[CH3:33][NH2:34].[ClH:1]>>[CH2:13]([CH:14]1[O:15][c:16]2[c:17]([cH:19][c:20]([F:32])[cH:21][c:22]2-[c:23]2[c:24]([O:30][CH3:31])[cH:25][cH:26][c:27]([CH3:29])[cH:28]2)[CH2:18]1)[NH:34][CH3:33]. The reactants are free base, NCCNC1=CC=C(C=2C(C3=C(C=CC(=C3C(C12)=O)O)O)=O)NCCN (1,4-bis[(2-aminoethyl)amino]-5,8-dihydroxyanthraquinone), C1(=CC=CC=C1)C (toluene), C(C1=CC=CC=C1)=O (benzaldehyde). Run at time 13 day. The product is OC1=CC=C(C=2C(C3=C(C=CC(=C3C(C12)=O)NCCN=CC1=CC=CC=C1)NCCN=CC1=CC=CC=C1)=O)O (1,4-Dihydroxy-5,8-bis[[2-[(phenylmethylene)amino]ethyl]amino]-9,10-anthracenedione). As a reaction SMILES: [NH2:1][CH2:2][CH2:3][NH:4][C:5]1[C:18]2[C:17](=[O:19])[C:16]3[C:11](=[C:12]([OH:21])[CH:13]=[CH:14][C:15]=3[OH:20])[C:10](=[O:22])[C:9]=2[C:8]([NH:23][CH2:24][CH2:25][NH2:26])=[CH:7][CH:6]=1.[C:27]1([CH3:33])[CH:32]=[CH:31][CH:30]=[CH:29][CH:28]=1.[CH:34](=O)[C:35]1[CH:40]=[CH:39][CH:38]=[CH:37][CH:36]=1>>[OH:21][C:12]1[C:11]2[C:10](=[O:22])[C:9]3[C:18](=[C:5]([NH:4][CH2:3][CH2:2][N:1]=[CH:34][C:35]4[CH:40]=[CH:39][CH:38]=[CH:37][CH:36]=4)[CH:6]=[CH:7][C:8]=3[NH:23][CH2:24][CH2:25][N:26]=[CH:33][C:27]3[CH:32]=[CH:31][CH:30]=[CH:29][CH:28]=3)[C:17](=[O:19])[C:16]=2[C:15]([OH:20])=[CH:14][CH:13]=1. Procedure details: A suspension of 2.00 g (0.0057 mole) of the free base, 1,4-bis[(2-aminoethyl)amino]-5,8-dihydroxyanthraquinone (prepared as described in Example 1) in 60 ml of toluene containing 1.82 g (0.0171 mole) of benzaldehyde was stirred and heated under reflux for 4 hours, using a Dean-Stark trap to remove by-product water. The hot reaction mixture was filtered to remove some residual solid which was washed with a minimal amount of toluene. The combined filtrate and wash was allowed to stand at room temp... The reactants are BrC1=CC=C(C(=C1C=O)F)OC (6-bromo-2-fluoro-3-methoxybenzaldehyde), C(=C)[B-](F)(F)F.[K+] (potassium vinyltrifluoroborate), TEA. The reagents and catalysts are C1=CC=C(C=C1)P([C-]2C=CC=C2)C3=CC=CC=C3.C1=CC=C(C=C1)P([C-]2C=CC=C2)C3=CC=CC=C3.Cl[Pd]Cl.[Fe+2] (PdCl2(dppf)). Solvent: C(CC)O (nPrOH). The product is FC1=C(C=O)C(=CC=C1OC)C=C (2-fluoro-3-methoxy-6-vinylbenzaldehyde). Reaction SMILES: Br[C:2]1[C:7]([CH:8]=[O:9])=[C:6]([F:10])[C:5]([O:11][CH3:12])=[CH:4][CH:3]=1.[CH:13]([B-](F)(F)F)=[CH2:14].[K+]>C(O)CC.C1C=CC(P(C2C=CC=CC=2)[C-]2C=CC=C2)=CC=1.C1C=CC(P(C2C=CC=CC=2)[C-]2C=CC=C2)=CC=1.Cl[Pd]Cl.[Fe+2]>[F:10][C:6]1[C:5]([O:11][CH3:12])=[CH:4][CH:3]=[C:2]([CH:13]=[CH2:14])[C:7]=1[CH:8]=[O:9] |f:1.2,4.5.6.7|. Procedure details: To a stirred solution of 6-bromo-2-fluoro-3-methoxybenzaldehyde (13 g, 56 mmol) in nPrOH (200 mL) were added potassium vinyltrifluoroborate (7.9 g, 59 mmol), PdCl2(dppf) (0.91 g, 1.1 mmol), and TEA (7.8 mL, 56 mmol). The reaction mixture was purged with N2 for 10 min, heated to reflux for 3 h, cooled to room temperature, treated with water, and concentrated. The residue was extracted with EtOAc (×3). The combined organics were washed with brine, dried (Na2SO4), concentrated, and purified by flas... Reactants: CCOC(C)=O, CC1(C)Cc2cc(C(=O)CCCl)sc2C1, [K+], [K+], O, O=P([O-])([O-])O, O=S(=O)(O)O. The product is CC1(C)Cc2sc3c(c2C1)CCC3=O. RXN SMILES: [CH3:28][CH2:29][O:30][C:31](=[O:32])[CH3:33].[Cl:1][CH2:2][CH2:3][C:4](=[O:5])[c:6]1[cH:7][c:8]2[c:9]([s:10]1)[CH2:11][C:12]([CH3:14])([CH3:15])[CH2:13]2.[K+:26].[K+:27].[OH2:34].[P:21]([O-:22])([O-:23])([OH:24])=[O:25].[S:16](=[O:17])(=[O:18])([OH:19])[OH:20]>>[CH2:2]1[CH2:3][C:4](=[O:5])[c:6]2[c:7]1[c:8]1[c:9]([s:10]2)[CH2:11][C:12]([CH3:14])([CH3:15])[CH2:13]1.